Dataset: the Open Reaction Database (ORD), a public repository of structured organic reaction records. Task: describe an organic reaction: reactants, conditions, products, and yield Starting materials: ClC1=CC(=C(C=C1)C(C)=O)F (4′-chloro-2′-fluoroacetophenone), C([O-])(O)=O.[Na+] (sodium bicarbonate), CO (methanol), S(=O)(=O)(Cl)Cl (sulfuryl chloride). The solvent is CCCCCCC (heptane), CCCCCCC (heptane). Conditions: temperature 0 celsius, time 2.5 hour. Product: ClCC(=O)C1=C(C=C(C=C1)Cl)F (2-Chloro-1-(4-chloro-2-fluorophenyl)ethanone). Reaction SMILES: [Cl:1][C:2]1[CH:7]=[CH:6][C:5]([C:8](=[O:10])[CH3:9])=[C:4]([F:11])[CH:3]=1.CO.S(Cl)([Cl:17])(=O)=O.C(=O)(O)[O-].[Na+]>CCCCCCC>[Cl:17][CH2:9][C:8]([C:5]1[CH:6]=[CH:7][C:2]([Cl:1])=[CH:3][C:4]=1[F:11])=[O:10] |f:3.4|. Reported procedure: In a 1 L round bottom flask combine 4′-chloro-2′-fluoroacetophenone (40 g, 231.8 mmol), heptane (120 mL), and methanol (16 mL). Cool to 0° C. and place under nitrogen. Dissolve sulfuryl chloride (21.5 mL, 1.15 equiv.) in heptane (120 mL) and charge to an addition funnel Add drop-wise to the reaction over 60 min. Stir for 2.5 h at 0° C.; a white precipitate forms during this time. Charge the addition funnel with 1 M sodium bicarbonate (400 mL) then add to the reaction drop-wise. After all gas evo... Starting materials: BrC=1C=C(C=CC1F)C=1N=C(N=NC1)C1=C(C=C(C=C1)F)F (5-(3-Bromo-4-fluorophenyl)-3-(2,4-difluorophenyl)-[1,2,4]triazine), FC=1C(=NC=CC1)[Sn](CCCC)(CCCC)CCCC (3-fluoro-2-tributylstannylpyridine). The product is FC1=C(C=CC(=C1)F)C=1N=NC=C(N1)C1=CC(=C(C=C1)F)C1=NC=CC=C1F (3-(2,4-difluorophenyl)-5-[4-fluoro-3-(3-fluoropyridin-2-yl)phenyl]-[1,2,4]triazine). Yield: 58.1%. As a reaction SMILES: Br[C:2]1[CH:3]=[C:4]([C:9]2[N:10]=[C:11]([C:15]3[CH:20]=[CH:19][C:18]([F:21])=[CH:17][C:16]=3[F:22])[N:12]=[N:13][CH:14]=2)[CH:5]=[CH:6][C:7]=1[F:8].[F:23][C:24]1[C:25]([Sn](CCCC)(CCCC)CCCC)=[N:26][CH:27]=[CH:28][CH:29]=1>>[F:22][C:16]1[CH:17]=[C:18]([F:21])[CH:19]=[CH:20][C:15]=1[C:11]1[N:12]=[N:13][CH:14]=[C:9]([C:4]2[CH:5]=[CH:6][C:7]([F:8])=[C:2]([C:25]3[C:24]([F:23])=[CH:29][CH:28]=[CH:27][N:26]=3)[CH:3]=2)[N:10]=1. Procedure details: 5 5-(3-Bromo-4-fluorophenyl)-3-(2,4-difluorophenyl)-[1,2,4]triazine (100 mg, 0.27 mmol) was coupled to 3-fluoro-2-tributylstannylpyridine (127 mg, 0.33 mmol) using the method described in Example 22 to give 3-(2,4-difluorophenyl)-5-[4-fluoro-3-(3-fluoropyridin-2-yl)phenyl]-[1,2,4]triazine as a pale yellow solid (60 mg): δH (400 MHz, CDCl3) 6.99-7.10 (2H, m), 7.39-7.47 (2H, m), 7.56-7.61 (1H, m), 8.29-8.36 (1H, m), 8.41-8.45 (1H, m), 8.53 (1H, dd, J 2.3, 6.7 Hz), 8.60-8.63 (1H, m), 9.68 (1H, s); ... The reactants are CC1=CC=C(C=C1)S(=O)(=O)OC[C@@H]1CC[C@@H](CC1)O ((cis-4-hydroxycyclohexyl)methyl 4-methylbenzenesulfonate), [C-]#N.[Na+] (sodium cyanide), CN(C)C=O (DMF). Solvent: C(C)(=O)OCC (ethyl acetate), O (water). Conditions: temperature 80 celsius, time 1 hour. The product is O[C@H]1CC[C@H](CC1)CC#N ((cis-4-Hydroxycyclohexyl)acetonitrile). The yield is 74.0%. Reaction SMILES: CC1C=CC(S(O[CH2:12][C@H:13]2[CH2:18][CH2:17][C@@H:16]([OH:19])[CH2:15][CH2:14]2)(=O)=O)=CC=1.[C-]#N.[Na+].[CH3:23][N:24](C=O)C>C(OCC)(=O)C.O>[OH:19][C@@H:16]1[CH2:15][CH2:14][C@H:13]([CH2:12][C:23]#[N:24])[CH2:18][CH2:17]1 |f:1.2|. Procedure: A mixture of (cis-4-hydroxycyclohexyl)methyl 4-methylbenzenesulfonate (6.9 g, 24 mmol) (first fraction from last step), sodium cyanide (1.43 g, 29.1 mmol) and DMF (86 mL) was stirred at 80° C. for 1 h. After cooling to room temperature, the mixture was diluted with ethyl acetate and water. The aqueous layer was extracted with ethyl acetate once. The combined organic layers were dried over Na2SO4 and concentrated. The crude was purified with flash chromatography (eluting with a gradient of 0-50% ... Starting materials: COC(=O)C1=C(C=C(C=C1)C(=O)OC)Cl (2-chloro-1,4-benzenedicarboxylic acid dimethyl ester), CO (methanol), O.[OH-].[Li+] (lithium hydroxide monohydrate), COC(=O)C1=C(C=C(C=C1)C(=O)OC)Cl (2-chloro-1,4-benzenedicarboxylic acid dimethyl ester), Cl (hydrochloric acid). Run in O1CCCC1 (tetrahydrofuran), O (water). Reaction conditions: temperature 45 celsius, time 10 minute. Product: ClC=1C=C(C(=O)O)C=CC1C(=O)OC (3-chloro-4-(methoxycarbonyl)benzoic acid). The yield is 55.5%. As a reaction SMILES: [CH3:1][O:2][C:3]([C:5]1[CH:10]=[CH:9][C:8]([C:11]([O:13]C)=[O:12])=[CH:7][C:6]=1[Cl:15])=[O:4].CO.O.[OH-].[Li+].Cl>O.O1CCCC1>[Cl:15][C:6]1[CH:7]=[C:8]([CH:9]=[CH:10][C:5]=1[C:3]([O:2][CH3:1])=[O:4])[C:11]([OH:13])=[O:12] |f:2.3.4|. Reported procedure: To a 2 L round-bottom flask, equipped with a mechanical stirrer, was charged 2-chloro-1,4-benzenedicarboxylic acid dimethyl ester (25.15 g, 0.11 mol), methanol (300 mL) and tetrahydrofuran (300 mL). Over 10 min, a solution of lithium hydroxide monohydrate (4.62 g, 0.11 mol) in water (200 mL) was added. After the reaction had proceeded at ambient temperature overnight, the solution was concentrated in vacuo to about 150 mL and then diluted with water (200 mL). The precipitated solid was filtered ...